This data is from the Open Reaction Database (ORD), a public repository of structured organic reaction records. The task is: describe an organic reaction: reactants, conditions, products, and yield Reactants: C[SiH2]CCCCCCCC (methyloctylsilane), C=CCCCCCCCC (1-decene), C=CCCCCCCCC (decene). The reagents and catalysts are C1=CC=C(C=C1)P(C2=CC=CC=C2)C3=CC=CC=C3.C1=CC=C(C=C1)P(C2=CC=CC=C2)C3=CC=CC=C3.C1=CC=C(C=C1)P(C2=CC=CC=C2)C3=CC=CC=C3.[Cl-].[Rh] (chlorotris(triphenylphosphine)rhodium(I)). The product is C[Si](CCCCCCCC)(CCCCCCCCCC)CCCCCCCCCC (methyldidecyloctylsilane). Yield: 86.0%. As a reaction SMILES: [CH3:1][SiH2:2][CH2:3][CH2:4][CH2:5][CH2:6][CH2:7][CH2:8][CH2:9][CH3:10].[CH2:11]=[CH:12][CH2:13][CH2:14][CH2:15][CH2:16][CH2:17][CH2:18][CH2:19][CH3:20]>C1C=CC(P(C2C=CC=CC=2)C2C=CC=CC=2)=CC=1.C1C=CC(P(C2C=CC=CC=2)C2C=CC=CC=2)=CC=1.C1C=CC(P(C2C=CC=CC=2)C2C=CC=CC=2)=CC=1.[Cl-].[Rh]>[CH3:1][Si:2]([CH2:11][CH2:12][CH2:13][CH2:14][CH2:15][CH2:16][CH2:17][CH2:18][CH2:19][CH3:20])([CH2:11][CH2:12][CH2:13][CH2:14][CH2:15][CH2:16][CH2:17][CH2:18][CH2:19][CH3:20])[CH2:3][CH2:4][CH2:5][CH2:6][CH2:7][CH2:8][CH2:9][CH3:10] |f:2.3.4.5.6|. Procedure: A mixture of 72.6 grams methyloctylsilane and 200 grams of 1-decene was reacted in the presence of 0.0042 gram of chlorotris(triphenylphosphine)rhodium(I) for one hour at 87°-100° C. After stripping off unreacted decene under high vacuum, followed by hydrogenation of the residue, and distillation, resulted in an 86 percent yield of methyldidecyloctylsilane having a boiling point of 200°-206° C. (0.25 mm). Starting materials: CCOP(=O)(OCC)C(O)c1ccc(Cl)cc1, CCOP(=O)(Cc1ccccc1)OCC, C1CCOC1. Yields the product Clc1ccc(C=Cc2ccccc2)cc1. RXN SMILES: [CH2:16]([O:17][P:18](=[O:20])([O:21][CH2:22][CH3:23])[CH:24]([OH:19])[c:25]1[cH:26][cH:27][c:28]([Cl:31])[cH:29][cH:30]1)[CH3:32].[CH2:1]([O:2][P:3](=[O:4])([O:5][CH2:6][CH3:7])[CH2:9][c:10]1[cH:11][cH:12][cH:13][cH:14][cH:15]1)[CH3:8].[O:33]1[CH2:34][CH2:35][CH2:36][CH2:37]1>>[CH:9]([c:10]1[cH:11][cH:12][cH:13][cH:14][cH:15]1)=[CH:24][c:25]1[cH:26][cH:27][c:28]([Cl:31])[cH:29][cH:30]1. The reactants are crude product, CC(C(=O)O)(CCC\C=C(/C=1C=NC=CC1)\C1=CC=CC=C1)C ((Z)-2,2-dimethyl-7-phenyl-7-(3-pyridyl)-6-heptenoic acid), crude product. The solvent is Cl (hydrochloric acid). Conditions: temperature 100 celsius. Yields the product CC(C(=O)O)(CCC\C=C(\C=1C=NC=CC1)/C1=CC=CC=C1)C ((E)-2,2-dimethyl-7-phenyl-7-(3-pyridyl)-6-heptenoic acid). Yield: 46.0%. As a reaction SMILES: [CH3:1][C:2]([CH3:23])([CH2:6][CH2:7][CH2:8]/[CH:9]=[C:10](/[C:17]1[CH:22]=[CH:21][CH:20]=[CH:19][CH:18]=1)\[C:11]1[CH:12]=[N:13][CH:14]=[CH:15][CH:16]=1)[C:3]([OH:5])=[O:4]>Cl>[CH3:1][C:2]([CH3:23])([CH2:6][CH2:7][CH2:8]/[CH:9]=[C:10](\[C:17]1[CH:22]=[CH:21][CH:20]=[CH:19][CH:18]=1)/[C:11]1[CH:12]=[N:13][CH:14]=[CH:15][CH:16]=1)[C:3]([OH:5])=[O:4]. Reported procedure: (Z)-2,2-dimethyl-7-phenyl-7-(3-pyridyl)-6-heptenoic acid (0.1 g) was dissolved in 18% aqueous hydrochloric acid (1 ml) and the solution was heated at 100° C. for 21 hours. Extraction, separation and concentration in the conventional manner gave the crude product. High performance liquid chromatography of this crude product revealed that its E isomer/Z isomer ratio was E/Z=63:28. This crude product (85 mg) was subjected to preparative high performance chromatography to give (E)-2,2-dimethyl-7-phe... Starting materials: N(=[N+]=[N-])C[C@H](C1=CC=CC=C1)NC(OC(C)(C)C)=O (tert-butyl [(1S)-2-azido-1-phenylethyl]carbamate), O1CCOCC1 (dioxane). Run in C1CCOC1 (THF), Cl (hydrogen chloride), CCOCC (ether). Reaction conditions: time 8 hour. The product is N(=[N+]=[N-])C[C@H](C1=CC=CC=C1)N ((S)-2-Azido-1-phenyl-ethylamine). The yield is 85.0%. RXN SMILES: [N:1]([CH2:4][C@@H:5]([NH:12]C(=O)OC(C)(C)C)[C:6]1[CH:11]=[CH:10][CH:9]=[CH:8][CH:7]=1)=[N+:2]=[N-:3].O1CCOCC1>C1COCC1.Cl.CCOCC>[N:1]([CH2:4][C@@H:5]([NH2:12])[C:6]1[CH:7]=[CH:8][CH:9]=[CH:10][CH:11]=1)=[N+:2]=[N-:3]. Procedure: To a solution of tert-butyl [(1S)-2-azido-1-phenylethyl]carbamate (210 mg, 0.8 mmol, 1.0 eq.) in THF (2 ml), 4.0M hydrogen chloride in dioxane (2.0 ml, 8.0 mmol, 10.0 eq.) was added. The reaction mixture was stirred at room temperature overnight. The reaction mixture was diluted with ether. The precipitate was filtered and washed with ether to yield (S)-2-Azido-1-phenyl-ethylamine 40 as a white solid in 85% yield. LC-MS [163 (M+1)] The reactants are C(=O)(OCC1=CC=CC=C1)N1[C@H](C(=O)O)C[C@@H](C1)OC (N-carbobenzyloxy-cis-4-methoxy-L-proline), [H][H] (hydrogen), CO (methanol). Reagents/catalysts: [Pd] (Pd-C). Solvent: O (water). The product is CO[C@H]1C[C@H](NC1)C(=O)O (cis-4-methoxy-L-proline). As a reaction SMILES: C([N:11]1[CH2:18][C@@H:17]([O:19][CH3:20])[CH2:16][C@H:12]1[C:13]([OH:15])=[O:14])(OCC1C=CC=CC=1)=O.CO.[H][H]>[Pd].O>[CH3:20][O:19][C@@H:17]1[CH2:18][NH:11][C@H:12]([C:13]([OH:15])=[O:14])[CH2:16]1. Procedure: A mixture of 6.8 g. of N-carbobenzyloxy-cis-4-methoxy-L-proline, 210 ml. of 2:1 methanol and water, and 2.3 g. of 5% Pd-C is placed on a hydrogenator at 3 atmospheres of hydrogen for four hours. The mixture is filtered to remove the catalyst and the filtrate evaporated to give 3.15 g. of a grayish solid; m.p. 218°-220° (dec.). A sample is crystallized from methanol-ether to yield colorless cis-4-methoxy-L-proline, m.p. 224°-226° (dec.), [α]D25 -42° (c, 1% in methanol). The reactants are ClC=1C=C(C=CC1)C1=NC(=CC(=N1)NC1=CC=C(C=N1)CC(=O)OCC)C1CC1 (ethyl 2-(6-((2-(3-chlorophenyl)-6-cyclopropylpyrimidin-4-yl)amino)pyridin-3-yl)acetate), N (NH3). Reaction conditions: temperature 100 celsius, time 23 hour. Yields the product ClC=1C=C(C=CC1)C1=NC(=CC(=N1)NC1=CC=C(C=N1)CC(=O)N)C1CC1 (2-(6-((2-(3-Chlorophenyl)-6-cyclopropylpyrimidin-4-yl)amino)pyridin-3-yl)acetamide). The yield is 44.9%. Reaction SMILES: [Cl:1][C:2]1[CH:3]=[C:4]([C:8]2[N:13]=[C:12]([NH:14][C:15]3[N:20]=[CH:19][C:18]([CH2:21][C:22]([O:24]CC)=O)=[CH:17][CH:16]=3)[CH:11]=[C:10]([CH:27]3[CH2:29][CH2:28]3)[N:9]=2)[CH:5]=[CH:6][CH:7]=1.[NH3:30]>>[Cl:1][C:2]1[CH:3]=[C:4]([C:8]2[N:13]=[C:12]([NH:14][C:15]3[N:20]=[CH:19][C:18]([CH2:21][C:22]([NH2:30])=[O:24])=[CH:17][CH:16]=3)[CH:11]=[C:10]([CH:27]3[CH2:28][CH2:29]3)[N:9]=2)[CH:5]=[CH:6][CH:7]=1. Procedure details: A 10-mL vial was charged with ethyl 2-(6-((2-(3-chlorophenyl)-6-cyclopropylpyrimidin-4-yl)amino)pyridin-3-yl)acetate (0.070 g, 0.17 mmol) and NH3 (4.9 mL, 7N in methanol, 34.2 mmol). The vial was sealed and the resulting mixture was stirred at 100° C. for 23 h. The crude reaction solution concentrated under reduced pressure. The residue was absorbed on silica (2 g) then purified by chromatography on silica using dichloromethane/methanol (10:0 to 9:1) as eluent to afford the title compound (0.029... The reactants are ClC1=NC=C(C(=C1)C)[N+](=O)[O-] (2-chloro-4-methyl-5-nitropyridine), C(C(=O)OCC)(=O)OCC (diethyl oxalate), N12CCCCCC2=NCCC1 (1,8-diazabicylo[5.4.0]undec-7-ene). Run at time 4 hour. Yields the product C(C)OC(/C(=C/C1=CC(=NC=C1[N+](=O)[O-])Cl)/O)=O ((Z)-3-(2-Chloro-5-nitro-pyridin-4-yl)-2-hydroxy-acrylic acid ethyl ester). Yield: 133.2%. As a reaction SMILES: [Cl:1][C:2]1[CH:7]=[C:6]([CH3:8])[C:5]([N+:9]([O-:11])=[O:10])=[CH:4][N:3]=1.[C:12](OCC)(=[O:18])[C:13]([O:15][CH2:16][CH3:17])=[O:14].N12CCCN=C1CCCCC2>>[CH2:16]([O:15][C:13](=[O:14])/[C:12](/[OH:18])=[CH:8]/[C:6]1[C:5]([N+:9]([O-:11])=[O:10])=[CH:4][N:3]=[C:2]([Cl:1])[CH:7]=1)[CH3:17]. Reported procedure: A mixture of 1.5 g (8.7 mmol) 2-chloro-4-methyl-5-nitropyridine (commercially available) in 5.88 mL (43.5 mmol) diethyl oxalate was treated with 2.34 ml (15.6 mmol) 1,8-diazabicylo[5.4.0]undec-7-ene and stirred for 4 h at room temperature. After evaporation of all volatiles the residue was acidified with 1N KHSO4 aq. and extracted with DCM. The combined organic layers were dried with MgSO4 and concentrated under reduced pressure to afford 3.16 g of the title compounds which was used without furt...